From a dataset of the Open Reaction Database (ORD), a public repository of structured organic reaction records. describe an organic reaction: reactants, conditions, products, and yield Reactants: CN1CC=C(C2=CC=CC(=C12)CSC=1NC2=C(N1)C=CC=C2)C (1,4-Dimethyl-8-(2-benzimidazolyl)thiomethyl-1,2-dihydroquinoline), ClC1=CC(=CC=C1)C(=O)OO (m-chloroperbenzoic acid). Yields the product CN1CC=C(C2=CC=CC(=C12)CS(=O)C=1NC2=C(N1)C=CC=C2)C (1,4-dimethyl-8-(2-benzimidazolyl)sulfinylmethyl-1,2-dihydroquinoline). Run in ClCCl (dichloromethane), ClCCl (dichloromethane). Reported procedure: 1,4-Dimethyl-8-(2-benzimidazolyl)thiomethyl-1,2-dihydroquinoline (0.4 g) was dissolved in dichloromethane (30 ml). To this solution was added dropwise a solution of m-chloroperbenzoic acid (0.27 g) in dichloromethane (5 ml) at -40° C. with stirring. After the mixture was stirred for 20 minutes at the same temperature, the reaction mixture was washed with an aqueous solution of sodium carbonate and extracted with dichloromethane. The extract was dried over anhydrous magnesium sulfate and the solv... The yield is 47.6%. As a reaction SMILES: [CH3:1][N:2]1[C:11]2[C:6](=[CH:7][CH:8]=[CH:9][C:10]=2[CH2:12][S:13][C:14]2[NH:15][C:16]3[CH:22]=[CH:21][CH:20]=[CH:19][C:17]=3[N:18]=2)[C:5]([CH3:23])=[CH:4][CH2:3]1.ClC1C=CC=C(C(OO)=[O:32])C=1>ClCCl>[CH3:1][N:2]1[C:11]2[C:6](=[CH:7][CH:8]=[CH:9][C:10]=2[CH2:12][S:13]([C:14]2[NH:18][C:17]3[CH:19]=[CH:20][CH:21]=[CH:22][C:16]=3[N:15]=2)=[O:32])[C:5]([CH3:23])=[CH:4][CH2:3]1. The reactants are C(#N)C1=NC(=C(N=C1C#N)Cl)C (2,3-Dicyano-5-chloro-6-methylpyrazine), C(C)S (ethanethiol), [OH-].[Na+] (sodium hydroxide). The product is C(#N)C1=NC(=C(N=C1C#N)SCC)C (2,3-dicyano-5-ethylthio-6-methylpyrazine). Yield: 44.6%. As a reaction SMILES: [C:1]([C:3]1[C:8]([C:9]#[N:10])=[N:7][C:6](Cl)=[C:5]([CH3:12])[N:4]=1)#[N:2].[CH2:13]([SH:15])[CH3:14].[OH-].[Na+]>>[C:1]([C:3]1[C:8]([C:9]#[N:10])=[N:7][C:6]([S:15][CH2:13][CH3:14])=[C:5]([CH3:12])[N:4]=1)#[N:2] |f:2.3|. Reported procedure: 2,3-Dicyano-5-chloro-6-methylpyrazine (1.79 g; 0.01 mole), 0.62 g (0.01 mole) of ethanethiol and 0.40 g (0.01 mole) of sodium hydroxide were worked up in the same way as in Example 8. Recrystallization from ethanol afforded 0.91 g (yield 45%) of 2,3-dicyano-5-ethylthio-6-methylpyrazine. Reactants: FCCOC1CN(CCC1=O)C(=O)OC(C)(C)C (tert-Butyl 3-(2-fluoroethoxy)-4-oxopiperidine-1-carboxylate), C(C1=CC=CC=C1)N (benzylamine), C(C)(=O)O[BH-](OC(C)=O)OC(C)=O.[Na+] (sodium (triacetoxy)borohydride). Solvent: ClCCCl (1,2-dichloroethane). The product is C(C1=CC=CC=C1)N[C@@H]1[C@@H](CN(CC1)C(=O)OC(C)(C)C)OCCF (tert-Butyl cis(±)-4-(benzylamino)-3-(2-fluoroethoxy)piperidine-1-carboxylate). The yield is 77.1%. As a reaction SMILES: [F:1][CH2:2][CH2:3][O:4][CH:5]1[C:10](=O)[CH2:9][CH2:8][N:7]([C:12]([O:14][C:15]([CH3:18])([CH3:17])[CH3:16])=[O:13])[CH2:6]1.[CH2:19]([NH2:26])[C:20]1[CH:25]=[CH:24][CH:23]=[CH:22][CH:21]=1.C(O[BH-](OC(=O)C)OC(=O)C)(=O)C.[Na+]>ClCCCl>[CH2:19]([NH:26][C@H:10]1[CH2:9][CH2:8][N:7]([C:12]([O:14][C:15]([CH3:18])([CH3:17])[CH3:16])=[O:13])[CH2:6][C@H:5]1[O:4][CH2:3][CH2:2][F:1])[C:20]1[CH:25]=[CH:24][CH:23]=[CH:22][CH:21]=1 |f:2.3|. Reported procedure: The same operation as in Example (90c) was performed using tert-butyl 3-(2-fluoroethoxy)-4-oxopiperidine-1-carboxylate obtained in Example (123b) (5.4 g, 20.6 mmol), benzylamine (2.68 g, 25 mmol), sodium (triacetoxy)borohydride (7.41 g, 35 mmol) and 1,2-dichloroethane (50 mL). The resulting residue was purified by silica gel column chromatography (elution solvent: hexane/ethyl acetate=4/1, 1/1, 1/3, 0/1) to obtain 5.6 g of the title compound as a colorless solid (77%).